This data is from the Open Reaction Database (ORD), a public repository of structured organic reaction records. The task is: describe an organic reaction: reactants, conditions, products, and yield The product is CCN1CCN(Cc2ccc(N)nc2)CC1. RXN SMILES: [Br:2][c:3]1[cH:4][cH:5][c:6]([CH2:9][N:10]2[CH2:11][CH2:12][N:13]([CH2:16][CH3:17])[CH2:14][CH2:15]2)[cH:7][n:8]1.[CH3:18][OH:19].[NH3:1]>>[NH2:1][c:3]1[cH:4][cH:5][c:6]([CH2:9][N:10]2[CH2:11][CH2:12][N:13]([CH2:16][CH3:17])[CH2:14][CH2:15]2)[cH:7][n:8]1. Starting materials: CCN1CCN(Cc2ccc(Br)nc2)CC1, CO, N.